Dataset: the Open Reaction Database (ORD), a public repository of structured organic reaction records. Task: describe an organic reaction: reactants, conditions, products, and yield Reactants: OC(=O)C(F)(F)F.NCCN1C(C=CC1=O)=O (N-(2-Aminoethyl)maleimide TFA salt), AOAc-OSu, CN1CCCC1=O (NMP), N1=C(C=C(C=C1C)C)C (collidine). The solvent is O (water). Reaction conditions: time 70 minute. Yields the product NOCC(=O)C=1C(=O)NC(C1)=O (aminooxyacetyl-maleimide). As a reaction SMILES: O[C:2]([C:4](F)(F)F)=[O:3].NCC[N:11]1[C:15](=[O:16])C=[CH:13][C:12]1=[O:17].[N:18]1C(C)=CC(C)=CC=1C.CN1[C:32](=[O:33])CCC1>O>[NH2:18][O:33][CH2:32][C:2]([C:4]1[C:15]([NH:11][C:12](=[O:17])[CH:13]=1)=[O:16])=[O:3] |f:0.1|. Procedure: N-(2-Aminoethyl)maleimide TFA salt (51 mg, 0.20 mmol) and Eei-AOAc-OSu (77 mg, 0.30 mmol) were dissolved in NMP (2 mL). Sym.-collidine (80 μL, 0.6 mmol) was added and the reaction mixture stiffed for 70 min. The reaction mixture was diluted with water (7 mL) and the product, eei-aminooxyacetyl-maleimide, purified by semi-preparative HPLC. Purification using semi-preparative HPLC (gradient: 15-30% B over 40 min where A=water/0.1% acetic acid and B=ACN) affording 43 mg (75%) pure Eei-aminooxyacety... The reactants are C(C)(C)(C)C=1OC2=C(N1)C(=CC(=C2N2C(NC(=CC2=O)C(F)(F)F)=O)F)Cl (3-(2-t-butyl-4-chloro-6-fluorobenzoxazol-7-yl)-6-trifluoromethyl-2,4-(1H,3H)pyrimidinedione), C([O-])([O-])=O.[K+].[K+] (potassium carbonate), IC (iodomethane). Solvent: CC(=O)C (acetone). Reaction conditions: time 20 hour. The product is C(C)(C)(C)C=1OC2=C(N1)C(=CC(=C2N2C(N(C(=CC2=O)C(F)(F)F)C)=O)F)Cl (3-(2-t-butyl-4-chloro-6-fluorobenzoxazol-7-yl)-1-methyl-6-trifluoromethyl-2,4-(1H,3H)pyrimidinedione). Yield: 68.1%. RXN SMILES: [C:1]([C:5]1[O:6][C:7]2[C:13]([N:14]3[C:19](=[O:20])[CH:18]=[C:17]([C:21]([F:24])([F:23])[F:22])[NH:16][C:15]3=[O:25])=[C:12]([F:26])[CH:11]=[C:10]([Cl:27])[C:8]=2[N:9]=1)([CH3:4])([CH3:3])[CH3:2].[C:28](=O)([O-])[O-].[K+].[K+].IC>CC(C)=O>[C:1]([C:5]1[O:6][C:7]2[C:13]([N:14]3[C:19](=[O:20])[CH:18]=[C:17]([C:21]([F:22])([F:24])[F:23])[N:16]([CH3:28])[C:15]3=[O:25])=[C:12]([F:26])[CH:11]=[C:10]([Cl:27])[C:8]=2[N:9]=1)([CH3:4])([CH3:2])[CH3:3] |f:1.2.3|. Procedure: A stirred solution of 0.85 gram (2.1 mmole) of 3-(2-t-butyl-4-chloro-6-fluorobenzoxazol-7-yl)-6-trifluoromethyl-2,4-(1H,3H)pyrimidinedione, 0.48 gram (3.5 mmole) of potassium carbonate, 0.91 gram (6.4 mmole) of iodomethane, and 35 mL of acetone was heated at 40° C. for 2 hours, then stirred at ambient temperature for 20 hours. The reaction mixture was concentrated under reduced pressure, and the concentrate was extracted with two 50 mL portions of diethyl ether. The combined extracts were dried ... The reactants are O (Water), C([O-])([O-])=O.[K+].[K+] (potassium carbonate), BrCCO[Si](C)(C)C(C)(C)C ((2-bromoethoxy)-t-butyldimethylsilane), COC(N=C(C(C1=C(C(=CC(=C1)OC)O)F)=NC1=CC=C(C=C1)C#N)SC)=O ([2-(4-cyanophenylimino)-2-(2-fluoro-3-hydroxy-5-methoxyphenyl)-1-methylsulfanylethylidene]carbamic acid methyl ester). The solvent is CN(C)C=O (DMF), C(C)(=O)OCC (ethyl acetate). Reaction conditions: temperature 50 celsius, time 5 hour. The product is COC(N=C(C(=NC1=CC=C(C=C1)C#N)C1=C(C(=CC(=C1)OC)OCCO[Si](C)(C)C(C)(C)C)F)SC)=O ((2-{3-[2-(t-butyldimethylsilanyloxy)ethoxy]-2-fluoro-5-methoxyphenyl}-2-(4-cyanophenylimino)-1-methylsulfanylethylidene)carbamic acid methyl ester). Isolated yield 77.5%. RXN SMILES: C(=O)([O-])[O-].[K+].[K+].Br[CH2:8][CH2:9][O:10][Si:11]([C:14]([CH3:17])([CH3:16])[CH3:15])([CH3:13])[CH3:12].[CH3:18][O:19][C:20](=[O:45])[N:21]=[C:22]([S:43][CH3:44])[C:23](=[N:34][C:35]1[CH:40]=[CH:39][C:38]([C:41]#[N:42])=[CH:37][CH:36]=1)[C:24]1[CH:29]=[C:28]([O:30][CH3:31])[CH:27]=[C:26]([OH:32])[C:25]=1[F:33].O>CN(C=O)C.C(OCC)(=O)C>[CH3:18][O:19][C:20](=[O:45])[N:21]=[C:22]([S:43][CH3:44])[C:23]([C:24]1[CH:29]=[C:28]([O:30][CH3:31])[CH:27]=[C:26]([O:32][CH2:8][CH2:9][O:10][Si:11]([C:14]([CH3:17])([CH3:16])[CH3:15])([CH3:13])[CH3:12])[C:25]=1[F:33])=[N:34][C:35]1[CH:40]=[CH:39][C:38]([C:41]#[N:42])=[CH:37][CH:36]=1 |f:0.1.2|. Procedure: After adding 1.8 g of potassium carbonate and 3 g of (2-bromoethoxy)-t-butyldimethylsilane to a solution of 3.45 g of [2-(4-cyanophenylimino)-2-(2-fluoro-3-hydroxy-5-methoxyphenyl)-1-methylsulfanylethylidene]carbamic acid methyl ester (Example (163b)) in 10 ml of DMF, the mixture was stirred at 50° C. for 5 hours. Water was added to the reaction mixture and extraction was performed with ethyl acetate. The organic layer was washed with water and dried over anhydrous magnesium sulfate. The desicca... As a reaction SMILES: C[O:2][C:3](=[O:27])[CH2:4][CH2:5][CH2:6][C:7]#[C:8][C:9]1[CH:17]=[CH:16][CH:15]=[C:14]2[C:10]=1/[C:11](=[CH:19]/[C:20]1[NH:21][CH:22]=[CH:23][C:24]=1[O:25][CH3:26])/[C:12](=[O:18])[NH:13]2.O[Li].O>C1COCC1.O>[CH3:26][O:25][C:24]1[CH:23]=[CH:22][NH:21][C:20]=1/[CH:19]=[C:11]1\[C:12](=[O:18])[NH:13][C:14]2[C:10]\1=[C:9]([C:8]#[C:7][CH2:6][CH2:5][CH2:4][C:3]([OH:27])=[O:2])[CH:17]=[CH:16][CH:15]=2 |f:1.2|. Reactants: O[Li].O (LiOH.H2O), COC(CCCC#CC1=C2/C(/C(NC2=CC=C1)=O)=C/C=1NC=CC1OC)=O ((Z)-6-[2,3-dihydro-3-[(3-methoxy-1H-pyrrol-2-yl)methylene]-2-oxo-1H-indol-4-yl]-5-hexynoic acid methyl ester). Run in C1CCOC1 (THF), O (water). Procedure: Using Method F above, (Z)-6-[2,3-dihydro-3-[(3-methoxy-1H-pyrrol-2-yl)methylene]-2-oxo-1H-indol-4-yl]-5-hexynoic acid methyl ester (40 mg, 0.11 mmol) (from Example 7 above) was hydrolyzed with LiOH.H2O (92 mg, 2.19 mmol) in THF (3 mL) and water (3 mL) for 22 h yielding (Z)-6-[2,3-dihydro-3-[(3-methoxy-1H-pyrrol-2-yl)methylene]-2-oxo-1H-indol-4-yl]-5-hexynoic acid. (Yield 31 mg, 81%). The product is COC1=C(NC=C1)\C=C\1/C(NC2=CC=CC(=C12)C#CCCCC(=O)O)=O ((Z)-6-[2,3-dihydro-3-[(3-methoxy-1H-pyrrol-2-yl)methylene]-2-oxo-1H-indol-4-yl]-5-hexynoic acid). Starting materials: N1(CCC1)CCCN1C2=NC(=NC(=C2N=C1OC)N)OCCCC (9-[3-(1-Azetidinyl)propyl]-2-(butyloxy)-8-(methyloxy)-9H-purin-6-amine), FC(C(=O)O)(F)F.C(CCC)OC=1NC(=C2N=C(N=C2N1)OC)N (2-(butyloxy)-8-(methyloxy)-1H-purin-6-amine trifluoroacetate), BrCCCCBr (1,4-dibromobutane), N1CCCC1 (pyrrolidine). Yields the product C(=O)O.C(CCC)OC1=NC(=C2N=C(N(C2=N1)CCCCN1CCCC1)OC)N (2-(Butyloxy)-8-(methyloxy)-9-[4-(1-pyrrolidinyl)butyl]-9H-purin-6-amine formic acid salt). As a reaction SMILES: N1([CH2:5][CH2:6][CH2:7][N:8]2[C:16]([O:17][CH3:18])=[N:15][C:14]3[C:9]2=[N:10][C:11]([O:20][CH2:21][CH2:22][CH2:23][CH3:24])=[N:12][C:13]=3[NH2:19])CCC1.F[C:26](F)(F)[C:27]([OH:29])=[O:28].C(OC1N[C:39](N)=[C:40]2[C:44](N=1)=[N:43][C:42](OC)=N2)CCC.BrCCCCBr.N1CCCC1>>[CH:27]([OH:29])=[O:28].[CH2:21]([O:20][C:11]1[N:10]=[C:9]2[C:14]([N:15]=[C:16]([O:17][CH3:18])[N:8]2[CH2:7][CH2:6][CH2:5][CH2:26][N:43]2[CH2:42][CH2:39][CH2:40][CH2:44]2)=[C:13]([NH2:19])[N:12]=1)[CH2:22][CH2:23][CH3:24] |f:1.2,5.6|. Procedure details: Prepared similarly to Intermediate 20 from 2-(butyloxy)-8-(methyloxy)-1H-purin-6-amine trifluoroacetate, 1,4-dibromobutane and pyrrolidine but with mass directed autopreparation using Method D. Starting materials: aqueous solution, CN (methylamine), NC=1C(=CC(=C(C1)N1C=C(C(C2=C(C(=C(C(=C12)Cl)F)F)C)=O)C(=O)O)F)F (1-(5-amino-2,4-difluorophenyl)-8-chloro-6,7-difluoro-5-methyl-4-oxo-1,4-dihydroquinoline-3-carboxylic acid). Solvent: N1=CC=CC=C1 (Pyridine). Run at time 8 hour. Yields the product NC=1C(=CC(=C(C1)N1C=C(C(C2=C(C(=C(C(=C12)Cl)NC)F)C)=O)C(=O)O)F)F (1-(5-Amino-2,4-difluorophenyl)-8-chloro-6-fluoro-5-methyl-7-methylamino-4-oxo-1,4-dihydroquinoline-3-carboxylic Acid). As a reaction SMILES: [CH3:1][NH2:2].[NH2:3][C:4]1[C:5]([F:29])=[CH:6][C:7]([F:28])=[C:8]([N:10]2[C:19]3[C:14](=[C:15]([CH3:23])[C:16]([F:22])=[C:17](F)[C:18]=3[Cl:20])[C:13](=[O:24])[C:12]([C:25]([OH:27])=[O:26])=[CH:11]2)[CH:9]=1>N1C=CC=CC=1>[NH2:3][C:4]1[C:5]([F:29])=[CH:6][C:7]([F:28])=[C:8]([N:10]2[C:19]3[C:14](=[C:15]([CH3:23])[C:16]([F:22])=[C:17]([NH:2][CH3:1])[C:18]=3[Cl:20])[C:13](=[O:24])[C:12]([C:25]([OH:27])=[O:26])=[CH:11]2)[CH:9]=1. Reported procedure: Pyridine (200 mg) and a 40% aqueous solution (160 mg) of methylamine were added to 1-(5-amino-2,4-difluorophenyl)-8-chloro-6,7-difluoro-5-methyl-4-oxo-1,4-dihydroquinoline-3-carboxylic acid (50 mg), and the mixture was stirred overnight at room temperature. The solvent and the like were distilled off under reduced pressure, and ethanol (0.5 ml) was added to the residue. Solids deposited were collected by filtration and washed with ethanol and diethyl ether to obtain the title compound (8 mg) as ... The reactants are COc1cccc(C(=O)O)c1OC, Cc1cccc(-c2sc(C)nc2C(=O)N2CC3CC3C2CN)c1. The product is COc1cccc(C(=O)NCC2C3CC3CN2C(=O)c2nc(C)sc2-c2cccc(C)c2)c1OC. Reaction SMILES: [CH3:24][O:25][c:26]1[c:27]([C:28](=[O:29])[OH:30])[cH:31][cH:32][cH:33][c:34]1[O:35][CH3:36].[NH2:1][CH2:2][CH:3]1[CH:4]2[CH2:5][CH:6]2[CH2:7][N:8]1[C:9](=[O:10])[c:11]1[n:12][c:13]([CH3:23])[s:14][c:15]1-[c:16]1[cH:17][c:18]([CH3:22])[cH:19][cH:20][cH:21]1>>[NH:1]([CH2:2][CH:3]1[CH:4]2[CH2:5][CH:6]2[CH2:7][N:8]1[C:9](=[O:10])[c:11]1[n:12][c:13]([CH3:23])[s:14][c:15]1-[c:16]1[cH:17][c:18]([CH3:22])[cH:19][cH:20][cH:21]1)[C:28]([c:27]1[c:26]([O:25][CH3:24])[c:34]([O:35][CH3:36])[cH:33][cH:32][cH:31]1)=[O:29]. The reactants are 183, ( 6 ), C(C1=CC=CC=C1)(C1=CC=CC=C1)(C1=CC=CC=C1)N1N=NN=C1 (N-trityl tetrazole), ( 100 ), ( 3 ), C(CCC)C1=NN(C(=N1)Cl)CC1=CC=C(C=C1)C=1C(=CC=CC1)C(=O)O (4'-[(3 butyl-5-chloro-1H-1,2,4-triazol-1-yl)methyl][1,1'-biphenyl]-2-carboxylic acid). Yields the product C(CCC)C1=NNC(=N1)CCCC (3,5-dibutyl-1H-1,2,4-triazole). RXN SMILES: [C:1]([N:20]1[CH:24]=[N:23][N:22]=N1)([C:14]1[CH:19]=[CH:18][CH:17]=CC=1)(C1C=CC=CC=1)C1C=CC=CC=1.[CH2:25]([C:29]1N=C(Cl)N(CC2C=CC(C3C(C(O)=O)=CC=CC=3)=CC=2)N=1)[CH2:26][CH2:27]C>>[CH2:29]([C:24]1[N:20]=[C:1]([CH2:14][CH2:19][CH2:18][CH3:17])[NH:22][N:23]=1)[CH2:25][CH2:26][CH3:27]. Procedure details: A solution of 64.5 g (0.50 mol) of ethyl iminovalerate [P. Reynaud and R. C. Moreau, Bull. Soc. Chim. France, 2997 (1964)] in 100 mL of methanol was added slowly to 58.0 g (0.50 mol) of valeric acid hydrazide (Lancaster Synthesis) in 400 mL of methanol at 0° C. under a nitrogen atmosphere. After the addition was complete, the reaction was allowed to warm to ambient temperature and then stir at reflux for 2 days. The solvent was removed in vacuo; purification by silica gel chromatography (Waters ... Starting materials: Cl (HCl), O.Cl.N[C@@H](CS)C(=O)O (L-cysteine hydrochloride hydrate), [OH-].[K+] (KOH), Cl.ClCC1=C2C=CC=NC2=C(C=C1)O (5-chloromethyl-8-hydroxyquinoline hydrochloride), [K+].[Br-] (KBr). The solvent is O (H2O), CS(=O)C (DMSO). Conditions: time 30 minute. Product: OC=1C=CC(=C2C=CC=NC12)CSC[C@H](N)C(=O)O (S-(8-hydroxyquinolin-5-ylmethyl)-L-cysteine). Reaction SMILES: O.Cl.[NH2:3][C@H:4]([C:7]([OH:9])=[O:8])[CH2:5][SH:6].[OH-].[K+].Cl.Cl[CH2:14][C:15]1[CH:24]=[CH:23][C:22]([OH:25])=[C:21]2[C:16]=1[CH:17]=[CH:18][CH:19]=[N:20]2.Cl.[K+].[Br-]>CS(C)=O.O>[OH:25][C:22]1[CH:23]=[CH:24][C:15]([CH2:14][S:6][CH2:5][C@@H:4]([C:7]([OH:9])=[O:8])[NH2:3])=[C:16]2[C:21]=1[N:20]=[CH:19][CH:18]=[CH:17]2 |f:0.1.2,3.4,5.6,8.9|. Procedure details: L-cysteine hydrochloride hydrate (37 mg, 0.31 mmol) was dissolved in DMSO (3 ml). To the solution powdered KOH (36 mg, 0.34 mmol) was added, and the mixture was stirred for 30 min at room temperature. Then, powdered 5-chloromethyl-8-hydroxyquinoline hydrochloride (A2) (65 mg, 0.34 mmol) was added. The suspension was stirred at room temperature 12 h, 2 N HCl was added and the pH was adjusted to 5. The precipitate was washed with water and acetone. The crude product was further purified by semi-pr... Reactants: C1(=CC=C(C=C1)S(=O)(=O)O)C (para-toluene sulfonic acid), ClCl (chlorine). Yields the product ClC1=C(C=CC(=C1)S(=O)(=O)O)C (2-chloro-para-toluene sulfonic acid). RXN SMILES: [C:1]1([CH3:11])[CH:6]=[CH:5][C:4]([S:7]([OH:10])(=[O:9])=[O:8])=[CH:3][CH:2]=1.[Cl:12]Cl>>[Cl:12][C:2]1[CH:3]=[C:4]([S:7]([OH:10])(=[O:8])=[O:9])[CH:5]=[CH:6][C:1]=1[CH3:11]. Reported procedure: In a typical process for preparing an aqueous solution of an alkali metal salt of 2-chloro-5-amino-4-toluene sulfonic acid, toluene is first reacted with sulfuric acid to produce para-toluene sulfonic acid as the principal product. The sulfonic acid is then reacted with chlorine to produce 2-chloro-para-toluene sulfonic acid as a principal product which is reacted with a mixture of 50 percent nitric acid and 50 percent sulfuric acid to produce 2-chloro-5-nitro-para-toluene sulfonic acid. The nit...